describe an organic reaction: reactants, conditions, products, and yield From a dataset of the Open Reaction Database (ORD), a public repository of structured organic reaction records. The reactants are C(C1=CC=CC=C1)N1N=NN=C1C(=O)Cl (1-benzyl-1H-tetrazole-5-carbonyl chloride), NC1=C(C#N)C(=CC=C1)N1CCCCC1 (2-amino-6-(1-piperidinyl)benzonitrile). The product is C(C1=CC=CC=C1)N1N=NN=C1C(=O)NC1=C(C(=CC=C1)N1CCCCC1)C#N (1-benzyl-N-[2-cyano-3-(1-piperidinyl)phenyl]-1H-tetrazole-5-carboxamide). As a reaction SMILES: [CH2:1]([N:8]1[C:12]([C:13](Cl)=[O:14])=[N:11][N:10]=[N:9]1)[C:2]1[CH:7]=[CH:6][CH:5]=[CH:4][CH:3]=1.[NH2:16][C:17]1[CH:24]=[CH:23][CH:22]=[C:21]([N:25]2[CH2:30][CH2:29][CH2:28][CH2:27][CH2:26]2)[C:18]=1[C:19]#[N:20]>>[CH2:1]([N:8]1[C:12]([C:13]([NH:16][C:17]2[CH:24]=[CH:23][CH:22]=[C:21]([N:25]3[CH2:26][CH2:27][CH2:28][CH2:29][CH2:30]3)[C:18]=2[C:19]#[N:20])=[O:14])=[N:11][N:10]=[N:9]1)[C:2]1[CH:7]=[CH:6][CH:5]=[CH:4][CH:3]=1. Reported procedure: In a manner similar to Example I, 1-benzyl-1H-tetrazole-5-carbonyl chloride is condensed with 2-amino-6-(1-piperidinyl)benzonitrile to give 1-benzyl-N-[2-cyano-3-(1-piperidinyl)phenyl]-1H-tetrazole-5-carboxamide.